From a dataset of the Open Reaction Database (ORD), a public repository of structured organic reaction records. describe an organic reaction: reactants, conditions, products, and yield Starting materials: CC1=NNC2=NC(=CC(=C21)CN2C(CNC(C2)(C)C)(C)C)C2=CC=C(C=C2)O (4-[3-Methyl-4-(2,2,5,5-tetramethyl-piperazin-1-ylmethyl)-1H-pyrazolo[3,4-b]pyridin-6-yl]-phenol), CC1=NN(C=2N=C(C=C(C21)C(=O)O)C2=CC=C(C=C2)OC2OCCCC2)C2OCCCC2 (3-methyl-1-(tetrahydro-pyran-2-yl)-6-[4-(tetrahydro-pyran-2-yloxy)-phenyl]-1H-pyrazolo[3,4-b]pyridine-4-carboxylic acid), C(C1=CC=CC=C1)N1C(CNC(C1)(CC)CC)(C)C (1-benzyl-5,5-diethyl-2,2-dimethyl-piperazine). The product is C(C)C1(N(CC(NC1)(C)C)CC1=C2C(=NC(=C1)C1=CC=C(C=C1)O)NN=C2C)CC (4-[4-(2,2-diethyl-5,5-dimethyl-piperazin-1-ylmethyl)-3-methyl-1H-pyrazolo[3,4-b]pyridin-6-yl]-phenol). RXN SMILES: CC1C2C(=NC(C3C=CC(O)=CC=3)=CC=2CN2CC(C)(C)NCC2(C)C)NN=1.[CH3:29][C:30]1[C:38]2[C:37]([C:39](O)=O)=[CH:36][C:35]([C:42]3[CH:47]=[CH:46][C:45]([O:48]C4CCCCO4)=[CH:44][CH:43]=3)=[N:34][C:33]=2[N:32](C2CCCCO2)[N:31]=1.C([N:68]1[CH2:73][C:72]([CH2:76][CH3:77])([CH2:74][CH3:75])[NH:71][CH2:70][C:69]1([CH3:79])[CH3:78])C1C=CC=CC=1>>[CH2:76]([C:72]1([CH2:74][CH3:75])[CH2:73][NH:68][C:69]([CH3:79])([CH3:78])[CH2:70][N:71]1[CH2:39][C:37]1[CH:36]=[C:35]([C:42]2[CH:43]=[CH:44][C:45]([OH:48])=[CH:46][CH:47]=2)[N:34]=[C:33]2[NH:32][N:31]=[C:30]([CH3:29])[C:38]=12)[CH3:77]. Procedure details: 4-[4-(2,2-diethyl-5,5-dimethyl-piperazin-1-ylmethyl)-3-methyl-1H-pyrazolo[3,4-b]pyridin-6-yl]-phenol was synthesized in analogy to Example 49 (4-[3-Methyl-4-(2,2,5,5-tetramethyl-piperazin-1-ylmethyl)-1H-pyrazolo[3,4-b]pyridin-6-yl]-phenol) starting from 3-methyl-1-(tetrahydro-pyran-2-yl)-6-[4-(tetrahydro-pyran-2-yloxy)-phenyl]-1H-pyrazolo[3,4-b]pyridine-4-carboxylic acid and 1-benzyl-5,5-diethyl-2,2-dimethyl-piperazine. Reactants: C(C)(=O)OCCCC(C)=O (4-oxopentyl acetate), CC(C)([O-])C.[K+] (Potassium tert-butoxide), ice water. Reagents/catalysts: [Br-].C[P+](C1=CC=CC=C1)(C1=CC=CC=C1)C1=CC=CC=C1 (methyltriphenylphosphonium bromide). Run in C1CCOC1 (THF), C1CCOC1 (THF). Conditions: time 40 minute. The product is C(C)(=O)OCCCC(=C)C (4-methyl-4-pentenyl acetate). The yield is 60.3%. RXN SMILES: [CH3:1][C:2]([CH3:5])([O-])[CH3:3].[K+].[C:7]([O:10][CH2:11][CH2:12]CC(=O)C)(=[O:9])[CH3:8]>[Br-].C[P+](C1C=CC=CC=1)(C1C=CC=CC=1)C1C=CC=CC=1.C1COCC1>[C:7]([O:10][CH2:11][CH2:12][CH2:1][C:2]([CH3:5])=[CH2:3])(=[O:9])[CH3:8] |f:0.1,3.4|. Procedure details: Potassium tert-butoxide (9.4 g, 84 mmol) was added to a mixture of methyltriphenylphosphonium bromide (30 g, 84 mmol) in THF (300 ml), and the mixture was stirred at room temperature for 40 minutes. To the mixture a solution of 4-oxopentyl acetate (9.9 g, 68.8 mmol) in THF (30 ml) was gradually added dropwise while cooling in an ice-bath, and the mixture was stirred at room temperature for 2 hours. The reaction mixture was poured into ice water, and extracted with diethyl ether twice. The extrac... Starting materials: C1(CC1)NC(C1=CC(=C(C=C1)C)N1C(C(=NC=C1)NC1(CC1)C1=C(C=CC=C1)O)=O)=O (N-cyclopropyl-3-(3-(1-(2-hydroxyphenyl)cyclopropylamino)-2-oxopyrazin-1(2H)-yl)-4-methylbenzamide), [N+](=O)([O-])C=1C=C(C=CC1)S(=O)(=O)OC[C@H]1OC1 ((S)-oxiran-2-ylmethyl 3-nitrobenzenesulfonate). Product: C1(CC1)NC(C1=CC(=C(C=C1)C)N1C(C(=NC=C1)NC1(CC1)C1=C(C=CC=C1)OC[C@H]1OC1)=O)=O (N-Cyclopropyl-4-methyl-3-{3-[(1-{2-[(2S)-oxiran-2-ylmethoxy]phenyl}cyclopropyl)amino]-2-oxopyrazin-1(2H)-yl}benzamide). Reaction SMILES: [CH:1]1([NH:4][C:5](=[O:31])[C:6]2[CH:11]=[CH:10][C:9]([CH3:12])=[C:8]([N:13]3[CH:18]=[CH:17][N:16]=[C:15]([NH:19][C:20]4([C:23]5[CH:28]=[CH:27][CH:26]=[CH:25][C:24]=5[OH:29])[CH2:22][CH2:21]4)[C:14]3=[O:30])[CH:7]=2)[CH2:3][CH2:2]1.[N+](C1C=C(S(O[CH2:45][C@@H:46]2[CH2:48][O:47]2)(=O)=O)C=CC=1)([O-])=O>>[CH:1]1([NH:4][C:5](=[O:31])[C:6]2[CH:11]=[CH:10][C:9]([CH3:12])=[C:8]([N:13]3[CH:18]=[CH:17][N:16]=[C:15]([NH:19][C:20]4([C:23]5[CH:28]=[CH:27][CH:26]=[CH:25][C:24]=5[O:29][CH2:45][C@@H:46]5[CH2:48][O:47]5)[CH2:22][CH2:21]4)[C:14]3=[O:30])[CH:7]=2)[CH2:3][CH2:2]1. Reported procedure: The subtitle compound was prepared using a similar method to that described for Example 299a from N-cyclopropyl-3-(3-(1-(2-hydroxyphenyl)cyclopropylamino)-2-oxopyrazin-1(2H)-yl)-4-methylbenzamide (Example 167d) and (S)-oxiran-2-ylmethyl 3-nitrobenzenesulfonate. Starting materials: C1CCOC1, CCC(C)Nc1cc(C(=O)OC)cc(OS(C)(=O)=O)n1, [Li+], [OH-]. Yields the product CCC(C)Nc1cc(C(=O)O)cc(OS(C)(=O)=O)n1. RXN SMILES: [CH2:23]1[O:24][CH2:25][CH2:26][CH2:27]1.[CH3:3][O:4][C:5]([c:6]1[cH:7][c:8]([NH:17][CH:18]([CH3:19])[CH2:20][CH3:21])[n:9][c:10]([O:12][S:13](=[O:14])(=[O:15])[CH3:16])[cH:11]1)=[O:22].[Li+:1].[OH-:2]>>[O:4]=[C:5]([c:6]1[cH:7][c:8]([NH:17][CH:18]([CH3:19])[CH2:20][CH3:21])[n:9][c:10]([O:12][S:13](=[O:14])(=[O:15])[CH3:16])[cH:11]1)[OH:22]. Starting materials: ClC1=NC(=NC(=N1)Cl)N[C@@H](C)C1=CC=CC=C1 (4,6-Dichloro-N2-[(1S)-1-phenylethyl]-1,3,5-triazine-2-amine), Compound, [NH4+].[OH-] (NH4OH). Solvent: C1CCOC1 (THF). Conditions: time 48 hour. Product: ClC1(NC(=NC=N1)N[C@@H](C)C1=CC=CC=C1)N (4-Chloro-N2-[(1S)-1-phenylethyl]-1,3,5-triazine-2,4-diamine). Isolated yield 90.0%. As a reaction SMILES: Cl[C:2]1[N:7]=[C:6]([Cl:8])[N:5]=[C:4]([NH:9][C@H:10]([C:12]2[CH:17]=[CH:16][CH:15]=[CH:14][CH:13]=2)[CH3:11])[N:3]=1.[NH4+:18].[OH-]>C1COCC1>[Cl:8][C:6]1([NH2:18])[N:7]=[CH:2][N:3]=[C:4]([NH:9][C@H:10]([C:12]2[CH:17]=[CH:16][CH:15]=[CH:14][CH:13]=2)[CH3:11])[NH:5]1 |f:1.2|. Procedure: To a solution of 4,6-Dichloro-N2-[(1S)-1-phenylethyl]-1,3,5-triazine-2-amine, (Compound of Example 14), in THF (500 mL) was added conc. NH4OH (50 mL). The reaction mixture was stirred at ambient temperature for 48 h then was concentrated under reduced pressure. The residue was dissolved in CH2Cl2 (500 mL) and was washed with H2O (2×250 mL). The organic layer was filtered through a cotton plug then dried over sodium sulfate, filtered and concentrated under reduced pressure to afford 4-Chloro-N2-[... Reactants: FC1=CC=2C3=CC(=CC=C3C(N(C2C=C1)S(=O)(=O)C1=CC=C(C=C1)OC)C)F (2,9-difluoro-5-[(4-methoxyphenyl)sulfonyl]-6-methyl-5,6-dihydrophenanthridine), C1=CCCCC1 (cyclohexene), solution, B(Br)(Br)Br (boron tribromide). The solvent is ClCCl (dichloromethane). The product is FC1=CC=2C3=CC(=CC=C3C(N(C2C=C1)S(=O)(=O)C1=CC=C(C=C1)O)C)F (4-[(2,9-Difluoro-6-methylphenanthridin-5(6H)-yl)sulfonyl]phenol). Yield: 81.6%. RXN SMILES: [F:1][C:2]1[CH:15]=[CH:14][C:13]2[N:12]([S:16]([C:19]3[CH:24]=[CH:23][C:22]([O:25]C)=[CH:21][CH:20]=3)(=[O:18])=[O:17])[CH:11]([CH3:27])[C:10]3[C:5](=[CH:6][C:7]([F:28])=[CH:8][CH:9]=3)[C:4]=2[CH:3]=1.C1CCCCC=1.B(Br)(Br)Br>ClCCl>[F:1][C:2]1[CH:15]=[CH:14][C:13]2[N:12]([S:16]([C:19]3[CH:24]=[CH:23][C:22]([OH:25])=[CH:21][CH:20]=3)(=[O:18])=[O:17])[CH:11]([CH3:27])[C:10]3[C:5](=[CH:6][C:7]([F:28])=[CH:8][CH:9]=3)[C:4]=2[CH:3]=1. Procedure: The title compound was prepared from 2,9-difluoro-5-[(4-methoxyphenyl)sulfonyl]-6-methyl-5,6-dihydrophenanthridine (150 mg, 0.37 mmol), cyclohexene (757 μL, 7.5 mmol), and 1.0 M solution of boron tribromide in dichloromethane (2.24 mL) according to the procedure and in the same manner as described in Example 105, step e. The volatile components were removed in vacuo and the crude residue was purified on a Biotage® 40 Mi column of prepacked silica gel (90 g), eluting with a gradient of 5%-50% met... Reaction SMILES: [C:24](=[O:25])([O-:26])[O-:27].[CH3:1][n:2]1[c:3]([C:7](=[O:8])[c:9]2[cH:10][cH:11][c:12]3[n:13]2[CH2:14][CH2:15][CH2:16][CH:17]3[C:18](=[O:19])[O:20][CH:21]([CH3:22])[CH3:23])[cH:4][cH:5][cH:6]1.[CH3:31][OH:32].[K+:28].[K+:29].[OH2:30]>>[CH3:1][n:2]1[c:3]([C:7](=[O:8])[c:9]2[cH:10][cH:11][c:12]3[n:13]2[CH2:14][CH2:15][CH2:16][CH:17]3[C:18](=[O:19])[OH:20])[cH:4][cH:5][cH:6]1. Reactants: O=C([O-])[O-], CC(C)OC(=O)C1CCCn2c(C(=O)c3cccn3C)ccc21, CO, [K+], [K+], O. The product is Cn1cccc1C(=O)c1ccc2n1CCCC2C(=O)O. The reactants are CCN(C(C)C)C(C)C (DIPEA), FC(C=1C=C(C=C(C1)C(F)(F)F)C1=NN(C=N1)\C=C/C(=O)O)(F)F ((Z)-3-(3-(3,5-bis(trifluoromethyl)phenyl)-1H-1,2,4-triazol-1-yl)acrylic acid), C(CC)P1(OP(OP(O1)(=O)CCC)(=O)CCC)=O (T3P), CN1CCC(CC1)C(=O)NN (1-methylpiperidine-4-carbohydrazide). The solvent is CCOC(=O)C (EtOAc), C1CCOC1 (THF). Reaction conditions: temperature -60 celsius, time 1 hour. Yields the product FC(C=1C=C(C=C(C1)C(F)(F)F)C1=NN(C=N1)\C=C/C(=O)NNC(=O)C1CCN(CC1)C)(F)F ((Z)—N′-(3-(3-(3,5-bis(trifluoromethyl)phenyl)-1H-1,2,4-triazol-1-yl)acryloyl)-1-methylpiperidine-4-carbohydrazide). Yield: 4.6%. As a reaction SMILES: [F:1][C:2]([F:24])([F:23])[C:3]1[CH:4]=[C:5]([C:13]2[N:17]=[CH:16][N:15](/[CH:18]=[CH:19]\[C:20](O)=[O:21])[N:14]=2)[CH:6]=[C:7]([C:9]([F:12])([F:11])[F:10])[CH:8]=1.[CH3:25][N:26]1[CH2:31][CH2:30][CH:29]([C:32]([NH:34][NH2:35])=[O:33])[CH2:28][CH2:27]1.C(P1(=O)OP(CCC)(=O)OP(CCC)(=O)O1)CC.CCN(C(C)C)C(C)C>CCOC(C)=O.C1COCC1>[F:10][C:9]([F:12])([F:11])[C:7]1[CH:6]=[C:5]([C:13]2[N:17]=[CH:16][N:15](/[CH:18]=[CH:19]\[C:20]([NH:35][NH:34][C:32]([CH:29]3[CH2:30][CH2:31][N:26]([CH3:25])[CH2:27][CH2:28]3)=[O:33])=[O:21])[N:14]=2)[CH:4]=[C:3]([C:2]([F:23])([F:24])[F:1])[CH:8]=1. Procedure details: In a 50 mL, 3-neck round-bottom flask, (Z)-3-(3-(3,5-bis(trifluoromethyl)phenyl)-1H-1,2,4-triazol-1-yl)acrylic acid (0.25 g, 1.0 eq.) was dissolved in EtOAc:THF (15 mL; 2:1) and cooled to −60° C. where 1-methylpiperidine-4-carbohydrazide (0.123 g, 1.1 eq.) was introduced. T3P (50% in EtOAc) (0.85 mL, 2 eq.) was added dropwise followed by DIPEA (0.31 mL, 2.5 eq.) and the reaction mixture was stirred for 1 h at −60° C. The reaction mixture was concentrated under reduced pressure (35° C., 20 mm Hg)... Starting materials: NC1=NC2=C(C=3C=C(C=NC13)CCC1=CC=C(C=C1)O)C=CC(=C2)C (4-(2-(5-amino-8-methylbenzo[f][1,7]naphthyridin-2-yl)ethyl)phenol), C([O-])([O-])=O.[K+].[K+] (potassium carbonate), C(C(C)=C)Br (methallyl bromide). Solvent: C(C)(=O)OCC (ethyl acetate), O (water), CN(C=O)C (dimethylformamide). Run at temperature 100 celsius, time 18 hour. The product is CC1=CC=2C(=C3C=C(C=NC3=C(N2)N)CCC2=CC=C(C=C2)OCC(=C)C)C=C1 (8-methyl-2-(4-(2-methylallyloxy)phenethyl)benzo[f][1,7]naphthyridin-5-amine). As a reaction SMILES: [NH2:1][C:2]1[C:11]2[N:10]=[CH:9][C:8]([CH2:12][CH2:13][C:14]3[CH:19]=[CH:18][C:17]([OH:20])=[CH:16][CH:15]=3)=[CH:7][C:6]=2[C:5]2[CH:21]=[CH:22][C:23]([CH3:25])=[CH:24][C:4]=2[N:3]=1.C(=O)([O-])[O-].[K+].[K+].[CH2:32](Br)[C:33](=[CH2:35])[CH3:34]>CN(C)C=O.C(OCC)(=O)C.O>[CH3:25][C:23]1[CH:22]=[CH:21][C:5]2=[C:6]3[C:11](=[C:2]([NH2:1])[N:3]=[C:4]2[CH:24]=1)[N:10]=[CH:9][C:8]([CH2:12][CH2:13][C:14]1[CH:15]=[CH:16][C:17]([O:20][CH2:34][C:33]([CH3:35])=[CH2:32])=[CH:18][CH:19]=1)=[CH:7]3 |f:1.2.3|. Procedure details: To a solution of 4-(2-(5-amino-8-methylbenzo[f][1,7]naphthyridin-2-yl)ethyl)phenol (from Example 170) (1.0 equiv.) in dimethylformamide (0.10 M) was added anhydrous potassium carbonate (1.5 equiv.) followed by methallyl bromide (1.2 equiv.). The resulting mixture was allowed to stir for 18 hours at 100° C. After cooling to ambient temperature, the mixture was diluted with ethyl acetate and water. The biphasic layers were separated and the aqueous layer was washed twice with ethyl acetate. The co...